From a dataset of the Open Reaction Database (ORD), a public repository of structured organic reaction records. describe an organic reaction: reactants, conditions, products, and yield The reactants are S1(CC(CCC1)=O)(=O)=O (tetrahydrothiopyran-3-one-1,1-dioxide), [N+](=O)([O-])C=1C=C(C=O)C=CC1 (3-nitrobenzaldehyde), OCCOC(\C=C(\C)/N)=O (2-hydroxyethyl-3-aminocrotonate), C(C)(=O)[O-].[NH4+] (ammonium acetate). Run in C(C)O (ethanol). The product is CC1=C(C(C2=C(N1)CCCS2(=O)=O)C2=CC(=CC=C2)[N+](=O)[O-])C(=O)OCCO (2-Hydroxyethyl 3,4,5,8-tetrahydro-6-methyl-8-(3-nitrophenyl)-1,1-dioxo-2H-thiopyrano[3,2-b]pyridine-7-carboxylate). As a reaction SMILES: [S:1]1(=[O:9])(=[O:8])[CH2:6][CH2:5][CH2:4][C:3](=O)[CH2:2]1.[N+:10]([C:13]1[CH:14]=[C:15]([CH:18]=[CH:19][CH:20]=1)[CH:16]=O)([O-:12])=[O:11].[OH:21][CH2:22][CH2:23][O:24][C:25](=[O:30])/[CH:26]=[C:27](\[NH2:29])/[CH3:28].C([O-])(=O)C.[NH4+]>C(O)C>[CH3:28][C:27]1[NH:29][C:3]2[CH2:4][CH2:5][CH2:6][S:1](=[O:9])(=[O:8])[C:2]=2[CH:16]([C:15]2[CH:18]=[CH:19][CH:20]=[C:13]([N+:10]([O-:12])=[O:11])[CH:14]=2)[C:26]=1[C:25]([O:24][CH2:23][CH2:22][OH:21])=[O:30] |f:3.4|. Reported procedure: A mixture of tetrahydrothiopyran-3-one-1,1-dioxide (2.80 g, 0.0189 moles), 3-nitrobenzaldehyde (2.85 g, 0.0189 moles), 2-hydroxyethyl-3-aminocrotonate (3.28 g, 0.0226 moles), ammonium acetate (0.291 g, 0.0038 moles) and ethanol (35 mL) was refluxed for 16 hours. After cooling to room temperature the resulting solid was isolated by filtration, washed with ethanol and diethyl ether. The product was dried under vacuum for 16 hours at room temperature affording the product; mp 233°-235° C. Reactants: N (ammonia), C(C)(C)(C)OC(=O)N1C(=CC2=CC(=CC=C12)CN1CCN(CC1)C(=O)OC(C)(C)C)C=1C(N(C=C(C1)C(NC=1C=NN(C1)CC1=CC=CC=C1)=O)COCC[Si](C)(C)C)=O (2-[5-(1-Benzyl-1H-pyrazol-4-ylcarbamoyl)-2-oxo-1-(2-trimethylsilanyl-ethoxymethyl)-1,2-dihydro-pyridin-3-yl]-5-(4-tert-butoxycarbonyl-piperazin-1-ylmethyl)-indole-1-carboxylic acid tert-butyl ester), C(C)(C)(C)OC(=O)N1C(=CC2=CC(=CC=C12)CN1CCN(CC1)C(=O)OC(C)(C)C)C=1C(N(C=C(C1)C(NC=1C=NN(C1)CC1=CC=CC=C1)=O)COCC[Si](C)(C)C)=O (2-[5-(1-benzyl-1H-pyrazol-4-ylcarbamoyl)-2-oxo-1-(2-trimethylsilanyl-ethoxymethyl)-1,2-dihydro-pyridin-3-yl]-5-(4-tert-butoxycarbonyl-piperazin-1-ylmethyl)-indole-1-carboxylic acid tert-butyl ester), Cl (hydrochloric acid). Solvent: CO (methanol), CO (methanol). Conditions: temperature 90 celsius. Product: C(C1=CC=CC=C1)N1N=CC(=C1)NC(=O)C1=CNC(C(=C1)C=1NC2=CC=C(C=C2C1)CN1CCNCC1)=O (6-Oxo-5-(5-piperazin-1-ylmethyl-1H-indol-2-yl)-1,6-dihydro-pyridine-3-carboxylic acid (1-benzyl-1H-pyrazol-4-yl)-amide). Reaction SMILES: C(OC([N:8]1[C:16]2[C:11](=[CH:12][C:13]([CH2:17][N:18]3[CH2:23][CH2:22][N:21](C(OC(C)(C)C)=O)[CH2:20][CH2:19]3)=[CH:14][CH:15]=2)[CH:10]=[C:9]1[C:31]1[C:32](=[O:60])[N:33](COCC[Si](C)(C)C)[CH:34]=[C:35]([C:37](=[O:51])[NH:38][C:39]2[CH:40]=[N:41][N:42]([CH2:44][C:45]3[CH:50]=[CH:49][CH:48]=[CH:47][CH:46]=3)[CH:43]=2)[CH:36]=1)=O)(C)(C)C.Cl.N>CO>[CH2:44]([N:42]1[CH:43]=[C:39]([NH:38][C:37]([C:35]2[CH:36]=[C:31]([C:9]3[NH:8][C:16]4[C:11]([CH:10]=3)=[CH:12][C:13]([CH2:17][N:18]3[CH2:19][CH2:20][NH:21][CH2:22][CH2:23]3)=[CH:14][CH:15]=4)[C:32](=[O:60])[NH:33][CH:34]=2)=[O:51])[CH:40]=[N:41]1)[C:45]1[CH:50]=[CH:49][CH:48]=[CH:47][CH:46]=1. Procedure details: To a solution of intermediate (4d), 2-[5-(1-benzyl-1H-pyrazol-4-ylcarbamoyl)-2-oxo-1-(2-trimethylsilanyl-ethoxymethyl)-1,2-dihydro-pyridin-3-yl]-5-(4-tert-butoxycarbonyl-piperazin-1-ylmethyl)-indole-1-carboxylic acid tert-butyl ester, 120 mg, 0.14 mmol) in methanol (4 mL) was added hydrochloric acid, 37% (0.75 mL). The mixture was heated at 90° C. for 3 hours. The reaction was allowed to attain ambient temperature and the pH adjusted to 7 by the careful addition of ammonia solution 7N in methano... The reactants are [Na] (sodium), Cl.C(C)(=N)N (acetamidine hydrochloride), ClC=1C=C(C=CC1C#N)N=C=O (3-chloro-4-cyanophenyl isocyanate). Solvent: CC(=O)C (acetone), CC(=O)C (acetone). The product is ClC=1C=C(C=CC1C#N)NC(=O)NC(C)=N (1-(3-chloro-4-cyanophenyl)3 -(acetimidoyl)urea). As a reaction SMILES: [Na].Cl.[C:3]([NH2:6])(=[NH:5])[CH3:4].[Cl:7][C:8]1[CH:9]=[C:10]([N:16]=[C:17]=[O:18])[CH:11]=[CH:12][C:13]=1[C:14]#[N:15]>CC(C)=O>[Cl:7][C:8]1[CH:9]=[C:10]([NH:16][C:17]([NH:5][C:3](=[NH:6])[CH3:4])=[O:18])[CH:11]=[CH:12][C:13]=1[C:14]#[N:15] |f:1.2,^1:0|. Reported procedure: Following a procedure similar to that described in Example 1 but using 2.06 g. sodium in 250 ml. dry acetone, 9.2 g. acetamidine hydrochloride and 16 g. 3-chloro-4-cyanophenyl isocyanate in 250 ml. dry acetone, there was obtained after filtration of the reaction mixture a solid which on washing with water and recrystallization from methyl alcohol gave 1-(3-chloro-4-cyanophenyl)3 -(acetimidoyl)urea; m.p.182°-183°C. Reactants: C1=C(N=C2N1C1=CC=CC=C1C=C2)C=NO (imidazo-[1,2-a]-quinoline-2-carboxaldehyde oxime), Cl (hydrogen chloride). Conditions: time 4 hour. The product is Cl.Cl.C1=C(N=C2N1C1=CC=CC=C1C=C2)CN (imidazo-[1,2-a]-quinoline-2-methanamine dihydrochloride). RXN SMILES: [CH:1]1[N:5]2[C:6]3[C:11]([CH:12]=[CH:13][C:4]2=[N:3][C:2]=1[CH:14]=[N:15]O)=[CH:10][CH:9]=[CH:8][CH:7]=3.[ClH:17]>>[ClH:17].[ClH:17].[CH:1]1[N:5]2[C:6]3[C:11]([CH:12]=[CH:13][C:4]2=[N:3][C:2]=1[CH2:14][NH2:15])=[CH:10][CH:9]=[CH:8][CH:7]=3 |f:2.3.4|. Procedure details: A solution of 1.0 g of imidazo-[1,2-a]-quinoline-2-carboxaldehyde oxime in 100 ml of 0.25N methanolic hydrogen chloride in the presence of 0.100 g of 10% palladized carbon was hydrogenated at atmosphere pressure for 4 hours and after 175 ml of hydrogen were absorbed, 0.200 g of additional catalyst were added thereto. The mixture was hydrogenated further at 50° C. under atmosphere pressure for 2 hours during which 62 ml of hydrogen were absorbed. The mixture was filtered through cellulose powder ... The reactants are O=C[C@H](O)[C@@H](O)[C@@H](O)[C@H](O)C(=O)O (D-galacturonic acid), raw material, O=C[C@H](O)[C@@H](O)[C@@H](O)[C@H](O)C(=O)O.O=C[C@H](O)[C@@H](O)[C@@H](O)[C@H](O)C(=O)O (D-galacturonic acid (D-galacturonate)). Solvent: sugar. Yields the product [C@@H]([C@@H]([C@H](C(=O)O)O)O)([C@@H](C(=O)O)O)O (mucic acid). As a reaction SMILES: [O:1]=[CH:2][C@@H:3]([C@H:5]([C@H:7]([C@@H:9]([C:11]([OH:13])=[O:12])[OH:10])[OH:8])[OH:6])[OH:4].[O:14]=C[C@@H]([C@H]([C@H]([C@@H](C(O)=O)O)O)O)O.O=C[C@@H]([C@H]([C@H]([C@@H](C(O)=O)O)O)O)O>>[C@H:5]([OH:6])([C@H:3]([OH:4])[C:2]([OH:14])=[O:1])[C@H:7]([OH:8])[C@@H:9]([OH:10])[C:11]([OH:13])=[O:12] |f:1.2|. Reported procedure: Since D-galacturonic acid is a cheap raw material, which is enriched in sugar beet pulp and citrus fruit peel, a method for catabolizing D-galacturonic acid (D-galacturonate) is needed. In particular, a cheap method for producing mucic acid is needed.